This data is from the Open Reaction Database (ORD), a public repository of structured organic reaction records. The task is: describe an organic reaction: reactants, conditions, products, and yield Starting materials: C1=CC(=CC=C1C2=CC(=O)C=3C(=CC(=CC3O2)O)O)O (apigenin), Cl.C(C1=CN=CC=C1)(=O)Cl (nicotinoyl chloride HCl). The solvent is N1=CC=CC=C1 (pyridine). Reaction conditions: temperature -10 celsius, time 24 hour. The product is C(C1=CN=CC=C1)(=O)OC1=C2C(C=COC2=CC(=C1)OC(C1=CN=CC=C1)=O)=O (oxo-4H-chromene-5,7-diyl dinicotinate). Yield: 69.0%. RXN SMILES: C1C([C:7]2[O:17][C:16]3[CH:15]=[C:14]([OH:18])[CH:13]=[C:12]([OH:19])[C:11]=3[C:9](=[O:10])[CH:8]=2)=CC=C(O)C=1.Cl.[C:22](Cl)(=[O:29])[C:23]1[CH:28]=[CH:27][CH:26]=[N:25][CH:24]=1>N1C=CC=CC=1>[C:22]([O:19][C:12]1[CH:13]=[C:14]([O:18][C:22](=[O:29])[C:23]2[CH:28]=[CH:27][CH:26]=[N:25][CH:24]=2)[CH:15]=[C:16]2[C:11]=1[C:9](=[O:10])[CH:8]=[CH:7][O:17]2)(=[O:29])[C:23]1[CH:28]=[CH:27][CH:26]=[N:25][CH:24]=1 |f:1.2|. Reported procedure: In a 500 mL round-bottomed flask fitted with magnetic stirrer were placed apigenin (4′,5,7-trihydroxyflavone (5 g, 18.50 mmol)) and pyridine (250 mL). The mixture was cooled at −10° C. and nicotinoyl chloride HCl (16.5 g, 92.70 mmol) was added. Then the reaction mixture was stirred for 24 h at rt under nitrogen. The solvent was removed under reduced pressure and the residue was dissolved in chloroform, which was washed with water and evaporated. The crude product was purified by crystallization ... Starting materials: FC1=C2C(C=C(OC2=C(C=C1F)C=O)C)=O (5,6-difluoro-2-methyl-4-oxo-4H-chromene-8-carbaldehyde), CC(C)O (2-propanol), C(#N)C=C(C)[O-].[Na+] (sodium 1-cyanoprop-1-en-2-olate), NC(C)=CC(CC(C)C)=O (2-amino-6-methylhept-2-en-4-one), C(C)(=O)O (acetic acid). Yields the product FC1=C2C(C=C(OC2=C(C=C1F)C1C(=C(NC(=C1C(CC(C)C)=O)C)C)C#N)C)=O (4-(5,6-Difluoro-2-methyl-4-oxo-4H-chromen-8-yl)-2,6-dimethyl-5-(3-methylbutanoyl)-1,4-dihydropyridine-3-carbonitrile). Reaction SMILES: [F:1][C:2]1[C:11]([F:12])=[CH:10][C:9]([CH:13]=O)=[C:8]2[C:3]=1[C:4](=[O:16])[CH:5]=[C:6]([CH3:15])[O:7]2.CC(O)C.[C:21]([CH:23]=[C:24]([O-])[CH3:25])#[N:22].[Na+].[NH2:28][C:29](=[CH:31][C:32](=[O:37])[CH2:33][CH:34]([CH3:36])[CH3:35])[CH3:30].C(O)(=O)C>>[F:1][C:2]1[C:11]([F:12])=[CH:10][C:9]([CH:13]2[C:31]([C:32](=[O:37])[CH2:33][CH:34]([CH3:36])[CH3:35])=[C:29]([CH3:30])[NH:28][C:24]([CH3:25])=[C:23]2[C:21]#[N:22])=[C:8]2[C:3]=1[C:4](=[O:16])[CH:5]=[C:6]([CH3:15])[O:7]2 |f:2.3|. Reported procedure: A solution of 100 mg (0.45 mmol) of 5,6-difluoro-2-methyl-4-oxo-4H-chromene-8-carbaldehyde in ml of 2-propanol is mixed with 46.9 mg (0.45 mmol) of sodium 1-cyanoprop-1-en-2-olate, 63 mg (0.45 mmol) of 2-amino-6-methylhept-2-en-4-one and 0.04 ml (0.67 mmol) of acetic acid and stirred under reflux for 3 h. After cooling, the mixture is concentrated. The residue is purified on an Analogix cartridge (F12M) (mobile phase: cyclohexane/ethyl acetate 2:1). 20.9 mg (11.36% of theory) of the title compou... Reactants: CC(C)(C)[Si](C)(C)Cl, ClCCl, Oc1ccc(I)cc1, c1c[nH]cn1. The product is CC(C)(C)[Si](C)(C)Oc1ccc(I)cc1. Reaction SMILES: [C:1]([CH3:2])([CH3:3])([CH3:4])[Si:5]([CH3:6])([CH3:7])[Cl:8].[Cl:22][CH2:23][Cl:24].[OH:9][c:10]1[cH:11][cH:12][c:13]([I:14])[cH:15][cH:16]1.[nH:17]1[cH:18][cH:19][n:20][cH:21]1>>[C:1]([CH3:2])([CH3:3])([CH3:4])[Si:5]([CH3:6])([CH3:7])[O:9][c:10]1[cH:11][cH:12][c:13]([I:14])[cH:15][cH:16]1. Starting materials: C(C)(C)O (Isopropanol), FC=1C=C(OCCCO)C=CC1 (3-(3-fluorophenoxy)propanol), [Cr](=O)(=O)(O)O (chromic acid), S(O)(O)(=O)=O (sulfuric acid). The solvent is acetone Jones reagent, O (water). Yields the product FC=1C=C(OCCCC(=O)O)C=CC1 (3-(3-fluorophenoxy)propanecarboxylic acid). RXN SMILES: [F:1][C:2]1[CH:3]=[C:4]([CH:10]=[CH:11][CH:12]=1)[O:5][CH2:6][CH2:7][CH2:8]O.[Cr](O)(O)(=O)=O.S(=O)(=O)(O)[OH:19].[CH:23]([OH:26])(C)C>O>[F:1][C:2]1[CH:3]=[C:4]([CH:10]=[CH:11][CH:12]=1)[O:5][CH2:6][CH2:7][CH2:8][C:23]([OH:26])=[O:19]. Reported procedure: To a stirred solution of 12.0 grams (0.071 mole) of 3-(3-fluorophenoxy)propanol in 150 mL of acetone Jones reagent (a mixture of chromic acid and sulfuric acid in water) was added dropwise until an orange color persisted in the reaction mixture. Isopropanol was then added dropwise until the color of the reaction mixture became blue/green. The reaction mixture was then slurried with silica gel and filtered. The filter cake was washed with ethyl acetate. The combined wash and filtrate were concent... Reactants: ice, O (water), C1(CCCCC1)C1=C(C=CC=C1)O (cyclohexylphenol), Cl.C(C1=CN=CC=C1)(=O)Cl (nicotinic acid chloride hydrochloride), N1=CC=CC=C1 (pyridine), O (water), O (water), O (Water). Conditions: time 4 hour. Yields the product C(C1=CN=CC=C1)(=O)OC1=CC=C(C=C1)C1CCCCC1 (p-cyclohexylphenyl nicotinate). Procedure details: 17.6 g (100 mmol) of cyclohexylphenol and 19 g (106 mmol) of nicotinic acid chloride hydrochloride was mixed with 250 ml of dry pyridine and kept at 40° C. for 4 hours. Subsequently, the mixture was cooled in the ice bath, and water added in portions. After addition of 10 ml of water a clear solution was obtained. Water (50 ml) was admixed until strong turbidity appeared. After stirring the mixture for a longer period of time the product crystallized in the ice bath. The precipitate was sucked o... RXN SMILES: [CH:1]1([C:7]2[CH:12]=[CH:11][CH:10]=[CH:9][C:8]=2O)[CH2:6][CH2:5][CH2:4][CH2:3][CH2:2]1.Cl.[C:15](Cl)(=[O:22])[C:16]1[CH:21]=[CH:20][CH:19]=[N:18][CH:17]=1.N1C=CC=CC=1.[OH2:30]>>[C:15]([O:22][C:10]1[CH:11]=[CH:12][C:7]([CH:1]2[CH2:6][CH2:5][CH2:4][CH2:3][CH2:2]2)=[CH:8][CH:9]=1)(=[O:30])[C:16]1[CH:21]=[CH:20][CH:19]=[N:18][CH:17]=1 |f:1.2|.